The task is: describe an organic reaction: reactants, conditions, products, and yield. This data is from the Open Reaction Database (ORD), a public repository of structured organic reaction records. Starting materials: C1OCC12NCCC2 (2-oxa-5-azaspiro[3.4]octane), ClCC1=CC=C(C=N1)C1=CC=C(C=C1)[C@@H]1[C@H](N(C(O1)(C)C)C(C(F)F)=O)CF (1-{(4S,5R)-5-[4-(6-Chloromethyl-pyridin-3-yl)-phenyl]-4-fluoromethyl-2,2-dimethyl -oxazolidin-3-yl}-2,2-difluoro-ethanone), C([O-])([O-])=O.[Cs+].[Cs+] (cesium carbonate). Run in C(C)#N (acetonitrile). Run at temperature 55 celsius. Yields the product C1OCC12N(CCC2)CC2=CC=C(C=N2)C2=CC=C(C=C2)[C@@H]2[C@H](N(C(O2)(C)C)C(C(F)F)=O)CF (1-((4S,5R)-5-(4-(6-(2-oxa-5-azaspiro[3.4]octan-5-ylmethyl)pyridin-3-yl)phenyl)-4-(fluoromethyl)-2,2-dimethyloxazolidin-3-yl)-2,2-difluoroethanone). RXN SMILES: [CH2:1]1[C:4]2([CH2:8][CH2:7][CH2:6][NH:5]2)[CH2:3][O:2]1.Cl[CH2:10][C:11]1[N:16]=[CH:15][C:14]([C:17]2[CH:22]=[CH:21][C:20]([C@H:23]3[O:27][C:26]([CH3:29])([CH3:28])[N:25]([C:30](=[O:34])[CH:31]([F:33])[F:32])[C@@H:24]3[CH2:35][F:36])=[CH:19][CH:18]=2)=[CH:13][CH:12]=1.C(=O)([O-])[O-].[Cs+].[Cs+]>C(#N)C>[CH2:3]1[C:4]2([CH2:8][CH2:7][CH2:6][N:5]2[CH2:10][C:11]2[N:16]=[CH:15][C:14]([C:17]3[CH:22]=[CH:21][C:20]([C@H:23]4[O:27][C:26]([CH3:29])([CH3:28])[N:25]([C:30](=[O:34])[CH:31]([F:33])[F:32])[C@@H:24]4[CH2:35][F:36])=[CH:19][CH:18]=3)=[CH:13][CH:12]=2)[CH2:1][O:2]1 |f:2.3.4|. Reported procedure: A mixture of 2-oxa-5-azaspiro[3.4]octane (0.1 mmol, 15.8 mg), 1-{(4S,5R)-5-[4-(6-Chloromethyl-pyridin-3-yl)-phenyl]-4-fluoromethyl-2,2-dimethyl -oxazolidin-3-yl}-2,2-difluoro-ethanone (Example 99, Step 2, 0.09 mmol, 37 mg) and cesium carbonate (0.25 mmol, 81 mg) and acetonitrile (1 mL) was heated to 55° C. for 5 hours. The crude mixture was filtered on a bed of celite and the cake was washed with CH2Cl2 (2 mL). The volatiles were removed. The crude mixtures were used “as is” in step 2. Reactants: CN(CCC(=O)C1=CC(=C(C(=C1)OC)OC)OC)C (3-dimethylamino-1-(3,4,5-trimethoxyphenyl)-1-propanone), IC=1C(=C(C=C(C=O)C1)OC)OCCC (5-iodo 3-methoxy-4-n-propoxybenzaldehyde), [C-]#N.[Na+] (sodium cyanide), ice. The solvent is CN(C)C=O (DMF), CN(C)C=O (DMF), CN(C)C=O (DMF). Run at time 20 minute. The product is IC=1C(=C(C=C(C1)C(CCC(=O)C1=CC(=C(C(=C1)OC)OC)OC)=O)OC)OCCC (1-(5-iodo-3-methoxy-4-n-propoxyphenyl)-4-(3,4,5-trimethoxyphenyl)-1,4-butanedione). Reaction SMILES: [I:1][C:2]1[C:3]([O:12][CH2:13][CH2:14][CH3:15])=[C:4]([O:10][CH3:11])[CH:5]=[C:6]([CH:9]=1)[CH:7]=[O:8].[C-]#N.[Na+].CN(C)[CH2:21][CH2:22][C:23]([C:25]1[CH:30]=[C:29]([O:31][CH3:32])[C:28]([O:33][CH3:34])=[C:27]([O:35][CH3:36])[CH:26]=1)=[O:24]>CN(C=O)C>[I:1][C:2]1[C:3]([O:12][CH2:13][CH2:14][CH3:15])=[C:4]([O:10][CH3:11])[CH:5]=[C:6]([C:7](=[O:8])[CH2:21][CH2:22][C:23]([C:25]2[CH:26]=[C:27]([O:35][CH3:36])[C:28]([O:33][CH3:34])=[C:29]([O:31][CH3:32])[CH:30]=2)=[O:24])[CH:9]=1 |f:1.2|. Procedure details: A solution of 5-iodo 3-methoxy-4-n-propoxybenzaldehyde (26 g, 0.08 mol) in DMF (75 ml) was added over 15 minutes to a stirred solution of sodium cyanide (4 g, 0.08 mol) in DMF (100 ml) at 35° C. After stirring for 20 minutes, a solution of 3-dimethylamino-1-(3,4,5-trimethoxyphenyl)-1-propanone (18 g, 0.07 mol) in DMF (100 ml) was added over 0.5 hour. The mixture was stirred at 35° C. for 1 hour and kept at room temperature overnight. It was poured into ice-cold 20% hydrochloric acid (2 1), and t... The reactants are Cl (HCl), CO (methanol), COC=1C=C(C=CC1O)C(N)C(=O)O (2-(3'-methoxy-4'-hydroxyphenyl)glycine). Product: COC=1C=C(C=CC1O)C(N)C(=O)OC (Methyl 2-(3'-Methoxy-4'-hydroxyphenyl)glycinate). Reaction SMILES: [CH3:1][O:2][C:3]1[CH:4]=[C:5]([CH:10]([C:12]([OH:14])=[O:13])[NH2:11])[CH:6]=[CH:7][C:8]=1[OH:9].Cl.[CH3:16]O>>[CH3:1][O:2][C:3]1[CH:4]=[C:5]([CH:10]([C:12]([O:14][CH3:16])=[O:13])[NH2:11])[CH:6]=[CH:7][C:8]=1[OH:9]. Reported procedure: A cooled suspension of 94 g. (0.476 mole) of 2-(3'-methoxy-4'-hydroxyphenyl)glycine in 500 ml. of absolute methanol was gassed at a rapid rate with HCl for 20 minutes. At first a clear solution was obtained and then crystalline product separated in quantity. After 20 hours the methyl ester hydrochloride was filtered and washed sparingly with methanol; 99.6 g. after air drying. A cooled solution of the hydrochloride in 800 ml. of water was adjusted to pH 8 (NaOH) giving a crystalline precipitate ... The reactants are ClC1=CC=C(COC2=NC3=C(C=C(C=C3C=C2)OC)NC(CCCN2C(C=3C(C2=O)=CC=CC3)=O)C)C=C1 (2-(4-chlorobenzyloxy)-6-methoxy-8-(4-phthalimido-1-methylbutylamino)quinoline), O.NN (hydrazine hydrate), C(C)O (ethanol), [OH-].[K+] (KOH). Solvent: CCOCC (ether). Reaction conditions: time 8 hour. The product is C(\C=C/C(=O)O)(=O)O.ClC1=CC=C(COC2=NC3=C(C=C(C=C3C=C2)OC)NC(CCCN)C)C=C1 (2-(4-Chlorobenzyloxy)-6-methoxy-8-(4-amino-1-methylbutylamino)-quinoline Maleate). Isolated yield 71.0%. Reaction SMILES: [Cl:1][C:2]1[CH:38]=[CH:37][C:5]([CH2:6][O:7][C:8]2[CH:17]=[CH:16][C:15]3[C:10](=[C:11]([NH:20][CH:21]([CH3:36])[CH2:22][CH2:23][CH2:24][N:25]4[C:29](=[O:30])[C:28]5=CC=CC=[C:27]5[C:26]4=[O:35])[CH:12]=[C:13]([O:18][CH3:19])[CH:14]=3)[N:9]=2)=[CH:4][CH:3]=1.[OH2:39].NN.C(O)C.[OH-:45].[K+]>CCOCC>[C:29]([OH:30])(=[O:45])/[CH:28]=[CH:27]\[C:26]([OH:35])=[O:39].[Cl:1][C:2]1[CH:38]=[CH:37][C:5]([CH2:6][O:7][C:8]2[CH:17]=[CH:16][C:15]3[C:10](=[C:11]([NH:20][CH:21]([CH3:36])[CH2:22][CH2:23][CH2:24][NH2:25])[CH:12]=[C:13]([O:18][CH3:19])[CH:14]=3)[N:9]=2)=[CH:4][CH:3]=1 |f:1.2,4.5,7.8|. Procedure: A mixture of 7.5 g (0.014 mole) 2-(4-chlorobenzyloxy)-6-methoxy-8-(4-phthalimido-1-methylbutylamino)quinoline (crude), 6.0 ml 85% hydrazine hydrate, and 100 ml 95% ethanol was refluxed 3 hr. After standing overnight, the mixture was stirred with ether and 20 g 50% aq. KOH. The ether layer was washed with water and sat'd. brine. The aqueous portions were extracted with ether and the washing process repeated. A sat'd solution of 2.0 g maleic acid in methanol was added to the dried (MgSO4) ether so... Reactants: C(C)(=O)C=1C(=C(C(=C(C1)Cl)C)C1CN(C1)C(=O)OCC1=CC=CC=C1)OC (benzyl 3-(3-acetyl-5-chloro-2-methoxy-6-methylphenyl)azetidine-1-carboxylate), C(C)O (ethanol), N (ammonia), [BH4-].[Na+] (Sodium tetrahydroborate). The reagents and catalysts are C(C)[O-].C(C)[O-].C(C)[O-].C(C)[O-].[Ti+4] (Titanium tetraethanolate). Run at temperature 60 celsius, time 8 hour. Yields the product NC(C)C=1C(=C(C(=C(C1)Cl)C)C1CN(C1)C(=O)OCC1=CC=CC=C1)OC (Benzyl 3-[3-(1-aminoethyl)-5-chloro-2-methoxy-6-methylphenyl]azetidine-1-carboxylate). The yield is 98.0%. As a reaction SMILES: [C:1]([C:4]1[C:5]([O:26][CH3:27])=[C:6]([CH:12]2[CH2:15][N:14]([C:16]([O:18][CH2:19][C:20]3[CH:25]=[CH:24][CH:23]=[CH:22][CH:21]=3)=[O:17])[CH2:13]2)[C:7]([CH3:11])=[C:8]([Cl:10])[CH:9]=1)(=O)[CH3:2].C(O)C.[BH4-].[Na+].[NH3:33]>C([O-])C.C([O-])C.C([O-])C.C([O-])C.[Ti+4]>[NH2:33][CH:1]([C:4]1[C:5]([O:26][CH3:27])=[C:6]([CH:12]2[CH2:15][N:14]([C:16]([O:18][CH2:19][C:20]3[CH:25]=[CH:24][CH:23]=[CH:22][CH:21]=3)=[O:17])[CH2:13]2)[C:7]([CH3:11])=[C:8]([Cl:10])[CH:9]=1)[CH3:2] |f:2.3,5.6.7.8.9|. Procedure details: Titanium tetraethanolate (2.70 mL, 12.9 mmol) was added to a mixture of benzyl 3-(3-acetyl-5-chloro-2-methoxy-6-methylphenyl)azetidine-1-carboxylate (2.5 g, 6.4 mmol) in 2.0 M ammonia in ethanol (16.1 mL, 32.2 mmol) at 0° C. The solution was stirred at 60° C. under N2 overnight. Sodium tetrahydroborate (0.366 g, 9.67 mmol) was added to the above mixture at 0° C. and the solution was stirred at room temperature for another 1 hour. The reaction mixture was quenched with 2 M ammonia in water and fi... Reactants: CSC1=CC=C(C=C1)CCOC1=CC=C(C=C2C(NC(S2)=O)=O)C=C1 (5-(4-[2-(4-methylmercaptophenyl)ethoxy]benzylidene)thiazolidine-2,4-dione), C(C)OC(=O)C1=C(NC(=C(C1)C(=O)OCC)C)C (diethyl-1,4-dihydro-2,6-dimethyl-3,5-pyridinedicarboxylate). Conditions: temperature 160 celsius, time 2 hour. Yields the product CSC1=CC=C(C=C1)CCOC1=CC=C(C=C1)CC1C(NC(S1)=O)=O (5-([4-[2-(4-Methylmercaptophenyl)ethoxy]phenyl]methyl)thiazolidine-2,4-dione). Isolated yield 34.3%. Reaction SMILES: [CH3:1][S:2][C:3]1[CH:8]=[CH:7][C:6]([CH2:9][CH2:10][O:11][C:12]2[CH:25]=[CH:24][C:15]([CH:16]=[C:17]3[S:21][C:20](=[O:22])[NH:19][C:18]3=[O:23])=[CH:14][CH:13]=2)=[CH:5][CH:4]=1.C(OC(C1CC(C(OCC)=O)=C(C)NC=1C)=O)C>>[CH3:1][S:2][C:3]1[CH:8]=[CH:7][C:6]([CH2:9][CH2:10][O:11][C:12]2[CH:25]=[CH:24][C:15]([CH2:16][CH:17]3[S:21][C:20](=[O:22])[NH:19][C:18]3=[O:23])=[CH:14][CH:13]=2)=[CH:5][CH:4]=1. Reported procedure: 1 g (2.7 mmole) 5-(4-[2-(4-methylmercaptophenyl)ethoxy]benzylidene)thiazolidine-2,4-dione and 1.36 g (5.4 mmole) diethyl-1,4-dihydro-2,6-dimethyl-3,5-pyridinedicarboxylate were mixed and heated to 160° C. under vacuum (when it melted), after 1 hour at this temperature the heat was removed. Toluene was added, crystals of the starting material was removed by filtration, the filtrate was evaporated and purified by chromatography on silica gel twice using first dichloromethane:methanol (98:2) and th... The reactants are FC=1C=C(C=C(C1)F)[C@@H]1CCC(C(N1CC(=O)NC=1C=C2C[C@]3(C(NC4=NC=CC=C43)=O)CC2=CC1)=O)(C)C (2-[(6S)-6-(3,5-difluorophenyl)-3,3-dimethyl-2-oxopiperidin-1-yl]-N-[(2R)-2′-oxo-1,1′,2′,3-tetrahydrospiro[indene-2,3′-pyrrolo[2,3-b]pyridin]-5-yl]acetamide), OOS(=O)[O-].[K+] (Oxone), O (water). The solvent is CO (MeOH). Yields the product FC=1C=C(C=C(C1)F)[C@@H]1CCC(C(N1CC(=O)NC=1C=C2C[C@]3(C(NC4=[N+](C=CC=C43)[O-])=O)CC2=CC1)=O)(C)C (2-[(6S)-6-(3,5-Difluorophenyl)-3,3-dimethyl-2-oxopiperidin-1-yl]-N-[(2R)-7′-oxido-2′-oxo-1,1′,2′,3-tetrahydrospiro[indene-2,3′-pyrrolo[2,3-b]pyridin]-5-yl]acetamide). RXN SMILES: [F:1][C:2]1[CH:3]=[C:4]([C@H:9]2[N:14]([CH2:15][C:16]([NH:18][C:19]3[CH:20]=[C:21]4[C:34](=[CH:35][CH:36]=3)[CH2:33][C@:23]3([C:31]5[C:26](=[N:27][CH:28]=[CH:29][CH:30]=5)[NH:25][C:24]3=[O:32])[CH2:22]4)=[O:17])[C:13](=[O:37])[C:12]([CH3:39])([CH3:38])[CH2:11][CH2:10]2)[CH:5]=[C:6]([F:8])[CH:7]=1.[OH:40]OS([O-])=O.[K+].O>CO>[F:8][C:6]1[CH:5]=[C:4]([C@H:9]2[N:14]([CH2:15][C:16]([NH:18][C:19]3[CH:20]=[C:21]4[C:34](=[CH:35][CH:36]=3)[CH2:33][C@:23]3([C:31]5[C:26](=[N+:27]([O-:40])[CH:28]=[CH:29][CH:30]=5)[NH:25][C:24]3=[O:32])[CH2:22]4)=[O:17])[C:13](=[O:37])[C:12]([CH3:39])([CH3:38])[CH2:11][CH2:10]2)[CH:3]=[C:2]([F:1])[CH:7]=1 |f:1.2|. Procedure: A mixture of 2-[(6S)-6-(3,5-difluorophenyl)-3,3-dimethyl-2-oxopiperidin-1-yl]-N-[(2R)-2′-oxo-1,1′,2′,3-tetrahydrospiro[indene-2,3′-pyrrolo[2,3-b]pyridin]-5-yl]acetamide (20.0 mg, 0.038 mmol, described in Example 49) and Oxone® (70.0 mg, 0.113 mmol) in MeOH (0.5 mL) and water (0.5 mL) was stirred at ambient temperature for 3 h. The reaction mixture was purified directly by HPLC using a reversed phase C18 column and eluting with a gradient of H2O:CH3CN:CF3CO2H-90:10:0.1 to 5:95:0.1. Lyophilization... Reactants: CN1C(N(C(C2=C1SC=C2CC(=O)OC)=O)C)=O (Methyl (1,3-dimethyl-2,4-dioxo-1,2,3,4-tetrahydrothieno[2,3-d]pyrimidin-5-yl)acetate), intermediate, OS(=O)(=O)O (H2SO4). Run in O1CCOCC1 (1,4-dioxane), O (water). Product: CN1C(N(C(C2=C1SC=C2CC(=O)O)=O)C)=O ((1,3-Dimethyl-2,4-dioxo-1,2,3,4-tetrahydrothieno[2,3-d]pyrimidin-5-yl)acetic acid). Reaction SMILES: [CH3:1][N:2]1[C:7]2[S:8][CH:9]=[C:10]([CH2:11][C:12]([O:14]C)=[O:13])[C:6]=2[C:5](=[O:16])[N:4]([CH3:17])[C:3]1=[O:18].OS(O)(=O)=O>O1CCOCC1.O>[CH3:1][N:2]1[C:7]2[S:8][CH:9]=[C:10]([CH2:11][C:12]([OH:14])=[O:13])[C:6]=2[C:5](=[O:16])[N:4]([CH3:17])[C:3]1=[O:18]. Procedure details: A mixture of Step 9 intermediate (1.3 g, 4.850 mmol) and 6 N H2SO4 (12 ml) in 1,4-dioxane (12 ml) was stirred at reflux temperature for 1 h to give a homogeneous pale yellow solution. This solution was cooled, diluted with water and extracted with ethyl acetate (2×50 ml). The combined organic layers were washed with water, dried over Na2SO4 and concentrated. The residue obtained was triturated in diethyl ether, solid obtained was collected by filtration to give 450 mg of the product as a white s... Reaction SMILES: [CH2:1]([N:3]([CH2:21][CH3:22])[CH2:4][CH2:5][S:6][C:7]1[CH:12]=[CH:11][C:10]([CH:13]=[CH:14][C:15]([OH:17])=[O:16])=[CH:9][C:8]=1[N+:18]([O-:20])=[O:19])[CH3:2].S(=O)(=O)(O)O.[CH3:28]O>>[CH2:21]([N:3]([CH2:1][CH3:2])[CH2:4][CH2:5][S:6][C:7]1[CH:12]=[CH:11][C:10](/[CH:13]=[CH:14]/[C:15]([O:17][CH3:28])=[O:16])=[CH:9][C:8]=1[N+:18]([O-:20])=[O:19])[CH3:22]. The product is C(C)N(CCSC1=C(C=C(C=C1)/C=C/C(=O)OC)[N+](=O)[O-])CC ((E)-methyl 3-(4-(2-(diethylamino)ethylthio)-3-nitrophenyl)acrylate). Reported procedure: 3-(4-(2-(Diethylamino)ethylthio)-3-nitrophenyl)acrylic acid (1.74 g, 5.4 mmol) was suspended in methanol (25 mL) under stirring. To this solution, concentrated sulfuric acid (1.0 mL) was added. The resulted solution was heated to reflux for 19 hours. Cooling it to room temperature and the solvent was removed under reduced pressure. 100 ml water was added to dissolve the resulted residue. Cooling it with an ice-bath and adjusting the pH value to 9.0 using ammonia under stirring. (E)-methyl 3-(4-(... Starting materials: C(C)N(CCSC1=C(C=C(C=C1)C=CC(=O)O)[N+](=O)[O-])CC (3-(4-(2-(Diethylamino)ethylthio)-3-nitrophenyl)acrylic acid), S(O)(O)(=O)=O (sulfuric acid), CO (methanol). Reactants: ClC1=CC=C(C(=O)C2=C(C=CC=C2)C=2C(=NOC2[C@H](CC(=O)OC(C)(C)C)N[S@](=O)C(C)(C)C)C)C=C1 ((3S)-tert-butyl 3-(4-(2-(4-chlorobenzo yl)phenyl)-3-methylisoxazol-5-yl)-3-((R)-1,1-dimethylethylsulfinamido)propanoate), CCO (EtOH), C(C)(=O)Cl (acetyl chloride). Solvent: C(=O)(O)[O-].[Na+] (NaHCO3), CCOC(=O)C (EtOAc). Reaction conditions: temperature 60 celsius. The product is ClC1=CC=C(C=C1)C1=N[C@H](C2=C(C3=C1C=CC=C3)C(=NO2)C)CC(=O)OC(C)(C)C (tert-butyl 2-((4S)-6-(4-chlorophenyl)-1-methyl-4H-benzo[c]isoxazolo[4,5-e]azepin-4-yl)acetate). Isolated yield 77.2%. RXN SMILES: [Cl:1][C:2]1[CH:37]=[CH:36][C:5]([C:6]([C:8]2[CH:13]=[CH:12][CH:11]=[CH:10][C:9]=2[C:14]2[C:15]([CH3:35])=[N:16][O:17][C:18]=2[C@@H:19]([NH:28][S@@](C(C)(C)C)=O)[CH2:20][C:21]([O:23][C:24]([CH3:27])([CH3:26])[CH3:25])=[O:22])=O)=[CH:4][CH:3]=1.CCO.C(Cl)(=O)C>C([O-])(O)=O.[Na+].CCOC(C)=O>[Cl:1][C:2]1[CH:3]=[CH:4][C:5]([C:6]2[C:8]3[CH:13]=[CH:12][CH:11]=[CH:10][C:9]=3[C:14]3[C:15]([CH3:35])=[N:16][O:17][C:18]=3[C@H:19]([CH2:20][C:21]([O:23][C:24]([CH3:27])([CH3:25])[CH3:26])=[O:22])[N:28]=2)=[CH:36][CH:37]=1 |f:3.4|. Reported procedure: To a resealable vial was added (3S)-tert-butyl 3-(4-(2-(4-chlorobenzo yl)phenyl)-3-methylisoxazol-5-yl)-3-((R)-1,1-dimethylethylsulfinamido)propanoate (0.043 g, 0.079 mmol), EtOH (3 mL), and acetyl chloride (0.017 mL, 0.237 mmol). The vial was sealed and heated to 60° C. for 1.75 h before being cooled to room temperature and diluting with saturated NaHCO3 and EtOAc. The layers were separated and the aqueous was extracted with EtOAc. The combined organics were washed with brine, dried over Na2SO4...